Dataset: the Open Reaction Database (ORD), a public repository of structured organic reaction records. Task: describe an organic reaction: reactants, conditions, products, and yield Starting materials: CC(=O)c1ccccc1, CO, O=Cc1c(Cl)cccc1Cl, [Na+], [OH-], O. The product is O=C(C=Cc1c(Cl)cccc1Cl)c1ccccc1. RXN SMILES: [CH3:11][C:12](=[O:13])[c:14]1[cH:15][cH:16][cH:17][cH:18][cH:19]1.[CH3:22][OH:23].[Cl:1][c:2]1[c:3]([CH:4]=[O:5])[c:6]([Cl:10])[cH:7][cH:8][cH:9]1.[Na+:21].[OH-:20].[OH2:24]>>[Cl:1][c:2]1[c:3]([CH:4]=[CH:11][C:12](=[O:13])[c:14]2[cH:15][cH:16][cH:17][cH:18][cH:19]2)[c:6]([Cl:10])[cH:7][cH:8][cH:9]1. Reactants: BrC=1C(=CC(=C(C=O)C1)OC)OC (5-Bromo-2,4-dimethoxybenzaldehyde), O1CCC=C1 (2,3-dihydrofuran), C([O-])([O-])=O.[Cs+].[Cs+] (cesium carbonate), O1CCC=C1 (2,3-dihydrofuran), C([O-])([O-])=O.[Cs+].[Cs+] (cesium carbonate). Reagents/catalysts: [Pd] (Pd), CC(C)([P](C(C)(C)C)([Pd][P](C(C)(C)C)(C(C)(C)C)C(C)(C)C)C(C)(C)C)C (bis(tri-t-butylphosphine)palladium). Run in O1CCOCC1 (dioxane), O (water). Conditions: temperature 45 celsius. Yields the product ethyl acetate hexanes, O1C(C=CC1)C=1C(=CC(=C(C=O)C1)OC)OC (5-(2,5-dihydro-furan-2-yl)-2,4-dimethoxy-benzaldehyde). Isolated yield 34.2%. As a reaction SMILES: Br[C:2]1[C:3]([O:12][CH3:13])=[CH:4][C:5]([O:10][CH3:11])=[C:6]([CH:9]=1)[CH:7]=[O:8].[O:14]1[CH:18]=[CH:17][CH2:16][CH2:15]1.C(=O)([O-])[O-].[Cs+].[Cs+]>O1CCOCC1.[Pd].O.CC(C)([P](C(C)(C)C)([Pd][P](C(C)(C)C)(C(C)(C)C)C(C)(C)C)C(C)(C)C)C>[O:14]1[CH2:18][CH:17]=[CH:16][CH:15]1[C:2]1[C:3]([O:12][CH3:13])=[CH:4][C:5]([O:10][CH3:11])=[C:6]([CH:9]=1)[CH:7]=[O:8] |f:2.3.4,^1:35,41|. Reported procedure: Ex-121A: 5-Bromo-2,4-dimethoxybenzaldehyde (1.0 g, 4.0 mmol) and 2,3-dihydrofuran (0.85 g, 12.2 mmol) were dissolved in dioxane (10.0 mL). Nitrogen was bubbled into the solution for 15 min followed by the sequential addition of cesium carbonate (1.4 g, 4.5 mmol) and bis(tri-t-butylphosphine)palladium (0) (0.021 g, 0.041 mmol). The solution was immediately heated to 45° C. and aged for 72 h. Additional equivalents of cesium carbonate (0.70 g, 2.1 mmol), 2,3-dihydrofuran (0.85 g, 12.2 mmol), and P...